Dataset: the Open Reaction Database (ORD), a public repository of structured organic reaction records. Task: describe an organic reaction: reactants, conditions, products, and yield The reactants are ClC1=CC2=C(N=CN=C2NC2=CC=C(C=C2)S(=O)(=O)C2=CC=CC=C2)C=N1 (6-chloro4-(4-phenylsulphonylanilino)-pyrido[3,4-d]pyrimidine), CNCCO (2-(methylamino)ethanol). Product: CN(CCO)C1=CC2=C(N=CN=C2NC2=CC=C(C=C2)S(=O)(=O)C2=CC=CC=C2)C=N1 (6-[N-Methyl-N-(2-hydroxyethyl)amino]-4-(4-phenylsulphonylanilino)pyrido[3,4-d]pyrimidine). Reaction SMILES: Cl[C:2]1[N:27]=[CH:26][C:5]2[N:6]=[CH:7][N:8]=[C:9]([NH:10][C:11]3[CH:16]=[CH:15][C:14]([S:17]([C:20]4[CH:25]=[CH:24][CH:23]=[CH:22][CH:21]=4)(=[O:19])=[O:18])=[CH:13][CH:12]=3)[C:4]=2[CH:3]=1.[CH3:28][NH:29][CH2:30][CH2:31][OH:32]>>[CH3:28][N:29]([C:2]1[N:27]=[CH:26][C:5]2[N:6]=[CH:7][N:8]=[C:9]([NH:10][C:11]3[CH:16]=[CH:15][C:14]([S:17]([C:20]4[CH:25]=[CH:24][CH:23]=[CH:22][CH:21]=4)(=[O:19])=[O:18])=[CH:13][CH:12]=3)[C:4]=2[CH:3]=1)[CH2:30][CH2:31][OH:32]. Reported procedure: Prepared according to Procedure C from 6-chloro4-(4-phenylsulphonylanilino)-pyrido[3,4-d]pyrimidine and 2-(methylamino)ethanol; δH [2H6]-DMSO 9.99 (1H,s), 8.89 (1H,s), 8.48 (1H,s), 8.20 (2H,d), 7.97-8.09 (4H,m), 7.60-7.78 (3H,m), 7.27 (1H,s), 4.27 (1H,t), 3.75-3.85 (2H,m), 3.60-3.71 (2H,m), 3.21 (3H,s); m/z (M+1)+436. Reactants: Mg, C(C)(C)(C)N1N=NN=C1C1=C(C=CC=C1)Br (1-tert-butyl-5-(2-bromophenyl)-1H-tetrazole), Cl (HCl), B(OC(C)C)(OC(C)C)OC(C)C (triisopropyl borate). Run in C1CCOC1 (THF), C1CCOC1 (THF), BrCCBr (1,2-Dibromoethane). Reaction conditions: time 5 minute. The product is C(C)(C)(C)N1N=NN=C1C1=C(C=CC=C1)B(O)O (2-[(1-tert-Butyl)-1H-tetrazol-5-yl]phenylboronic acid). Yield: 47.6%. RXN SMILES: [C:1]([N:5]1[C:9]([C:10]2[CH:15]=[CH:14][CH:13]=[CH:12][C:11]=2Br)=[N:8][N:7]=[N:6]1)([CH3:4])([CH3:3])[CH3:2].[B:17](OC(C)C)([O:22]C(C)C)[O:18]C(C)C.Cl>C1COCC1.BrCCBr>[C:1]([N:5]1[C:9]([C:10]2[CH:15]=[CH:14][CH:13]=[CH:12][C:11]=2[B:17]([OH:22])[OH:18])=[N:8][N:7]=[N:6]1)([CH3:4])([CH3:3])[CH3:2]. Reported procedure: To dry Mg turnings (76 mg, 3.13 mmol) in THF (1 mL) was added a solution of 1-tert-butyl-5-(2-bromophenyl)-1H-tetrazole (733 mg, 2.61 mmol) in THF (1.5 mL), 1,2-Dibromoethane (20 mL) was added and the mixture was warmed slightly with a heat gun. After 5 min, triisopropyl borate (564 mg, 3.00 mmol) was added and the mixture was stirred at room temperature for 23 h. Ice and 0.5 N HCl (7 mL) were added and the mixture was stirred for 5 min. The mixture was extracted with ether, and the combined ext... Reactants: [OH-].[Na+] (NaOH), N1C(C(=O)O)CCC1 (DL-Proline), C(CCC)N=C=O (n-butyl isocyanate). Solvent: O (water). Run at temperature 0 celsius, time 8 hour. Yields the product C(CCC)N1C(N2C(C1=O)CCC2)=O (2-n-Butyl-tetrahydro-1H-pyrrolo[1,2-c]imidazole-1,3-(2H)-dione). Reaction SMILES: [NH:1]1[CH2:8][CH2:7][CH2:6][CH:2]1[C:3]([OH:5])=O.[OH-].[Na+].[CH2:11]([N:15]=[C:16]=[O:17])[CH2:12][CH2:13][CH3:14]>O>[CH2:11]([N:15]1[C:3](=[O:5])[CH:2]2[CH2:6][CH2:7][CH2:8][N:1]2[C:16]1=[O:17])[CH2:12][CH2:13][CH3:14] |f:1.2|. Procedure details: DL-Proline (2.5 g 0.0217 mole) was dissolved in water (20 ml) containing 2 N NaOH (10.9 ml, 0.0219 equiv) cooled to 0° C. and n-butyl isocyanate (3.27 g 0.33 mole) added dropwise to the stirred solution during 2 hours. The mixture was left at room-temperature overnight, filtered and washed with ether. The aqueous solution was acidified with concentrated hydrochloric acid (30 ml) and heated on the steam-bath for 30 minutes, cooled and continuously extracted with ether for 2 hours. Removal of the ... Reactants: D4, BrC=1C(=NC=C(C(=O)OC)C1)Cl (methyl 5-bromo-6-chloronicotinate), FC(C=1C=C(C=CC1)O)(F)F (3-(trifluoromethyl)phenol). Product: BrC=1C(=NC=C(C(=O)OC)C1)OC1=CC(=CC=C1)C(F)(F)F (methyl 5-bromo-6-(3-(trifluoromethyl)phenoxy)nicotinate). As a reaction SMILES: [Br:1][C:2]1[C:3](Cl)=[N:4][CH:5]=[C:6]([CH:11]=1)[C:7]([O:9][CH3:10])=[O:8].[F:13][C:14]([F:23])([F:22])[C:15]1[CH:16]=[C:17]([OH:21])[CH:18]=[CH:19][CH:20]=1>>[Br:1][C:2]1[C:3]([O:21][C:17]2[CH:18]=[CH:19][CH:20]=[C:15]([C:14]([F:13])([F:22])[F:23])[CH:16]=2)=[N:4][CH:5]=[C:6]([CH:11]=1)[C:7]([O:9][CH3:10])=[O:8]. Procedure details: The title compound was prepared by a procedure similar to that described for D4 starting from methyl 5-bromo-6-chloronicotinate and 3-(trifluoromethyl)phenol.